This data is from the Open Reaction Database (ORD), a public repository of structured organic reaction records. The task is: describe an organic reaction: reactants, conditions, products, and yield Reactants: N1=C(C=CC=C1)CC#N (2-pyridyl acetonitrile), BrCC(=O)C1=CC=C(C=C1)C (2-bromo-4'-methylacetophenone), N1=C(C=CC=C1)CC#N (2-pyridylacetonitrile). Run in CC(=O)C (acetone). Product: CC1=CC=C(C=C1)C=1C(=C2C=CC=CN2C1)C#N (2-(4-methylphenyl)indolizine-1-carbonitrile). The yield is 44.1%. As a reaction SMILES: [N:1]1[CH:6]=[CH:5][CH:4]=[CH:3][C:2]=1[CH2:7][C:8]#[N:9].Br[CH2:11][C:12]([C:14]1[CH:19]=[CH:18][C:17]([CH3:20])=[CH:16][CH:15]=1)=O>CC(C)=O>[CH3:20][C:17]1[CH:18]=[CH:19][C:14]([C:12]2[C:7]([C:8]#[N:9])=[C:2]3[N:1]([CH:11]=2)[CH:6]=[CH:5][CH:4]=[CH:3]3)=[CH:15][CH:16]=1. Procedure: A mixture of 2-pyridyl acetonitrile (5.0 g) and 2-bromo-4'-methylacetophenone (8.52 g) in acetone (10 ml) was heated at 80° C. for 24 hours, during which 2-pyridylacetonitrile (1 g, 2 g) was added to the reaction mixture. After being cooled, the solvent was removed in vacuo and the residue was chromatographed on silica gel eluted with a mixture of ethyl acetate and n-hexane (1:6 to 1:2, V/V) to give a solid product. This product was recrystallized from ethanol-water to give 2-(4-methylphenyl)ind... The reactants are O=C([O-])[O-], Cc1cc(C)c2oc(=O)[nH]c2c1, ClCCCI, [Cs+], [Cs+]. Yields the product Cc1cc(C)c2oc(=O)n(CCCCl)c2c1. As a reaction SMILES: [C:18](=[O:19])([O-:20])[O-:21].[CH3:1][c:2]1[cH:3][c:4]([CH3:12])[c:5]2[c:6]([nH:7][c:8](=[O:10])[o:9]2)[cH:11]1.[Cl:13][CH2:14][CH2:15][CH2:16][I:17].[Cs+:22].[Cs+:23]>>[CH3:1][c:2]1[cH:3][c:4]([CH3:12])[c:5]2[c:6]([n:7]([CH2:16][CH2:15][CH2:14][Cl:13])[c:8](=[O:10])[o:9]2)[cH:11]1. The reactants are N1N=NC2=C1C=CC=C2 (benzotriazole), ClC1=CC=2C(=NN(N2)C2=C(C=CC(=C2)C)O)C=C1 (5-chloro-2-(2-hydroxy-5-methylphenyl)-2H-benzotriazole). Yields the product OC1=C(C=C(C=C1CCCCCCCCCCCC)C)N1N=C2C(=N1)C=CC=C2 (2-hydroxy-3-dodecyl-5-methylphenyl-2H-benzotriazole). RXN SMILES: N1[C:5]2[CH:6]=[CH:7][CH:8]=[CH:9][C:4]=2N=N1.Cl[C:11]1[CH:27]=[CH:26][C:14]2=[N:15][N:16]([C:18]3[CH:23]=[C:22]([CH3:24])[CH:21]=[CH:20][C:19]=3[OH:25])[N:17]=[C:13]2[CH:12]=1>>[OH:25][C:19]1[C:20]([CH2:8][CH2:9][CH2:4][CH2:5][CH2:6][CH2:7][CH2:4][CH2:9][CH2:8][CH2:7][CH2:6][CH3:5])=[CH:21][C:22]([CH3:24])=[CH:23][C:18]=1[N:16]1[N:17]=[C:13]2[CH:12]=[CH:11][CH:27]=[CH:26][C:14]2=[N:15]1. Reported procedure: In like manner, 5-chloro-2-(2-hydroxy-3-dodecyl-5-methylphenyl-2H-benzotriazole is prepared by substituting for the benzotriazole used above an equivalent amount of 5-chloro-2-(2-hydroxy-5-methylphenyl)-2H-benzotriazole. The reactants are C(C)(C)(C)OC(=O)N[C@H](CNC=1C=C(C(=O)OC)C=CC1)CSC(C1=CC=CC=C1)(C1=CC=CC=C1)C1=CC=CC=C1 (Methyl 3-[2(R)-(t-butyloxycarbonyl-amino)-3-triphenylmethylmercaptopropyl-amino]benzoate), [OH-].[Na+] (sodium hydroxide). Run in CO (methanol). Reaction conditions: time 18 hour. Product: C(C)(C)(C)OC(=O)N[C@H](CNC=1C=C(C(=O)O)C=CC1)CSC(C1=CC=CC=C1)(C1=CC=CC=C1)C1=CC=CC=C1 (3-[2(R)-(t-butyloxycarbonyl-amino)-3-(triphenylmethylmercapto)propylamino]benzoic acid). As a reaction SMILES: [C:1]([O:5][C:6]([NH:8][C@@H:9]([CH2:22][S:23][C:24]([C:37]1[CH:42]=[CH:41][CH:40]=[CH:39][CH:38]=1)([C:31]1[CH:36]=[CH:35][CH:34]=[CH:33][CH:32]=1)[C:25]1[CH:30]=[CH:29][CH:28]=[CH:27][CH:26]=1)[CH2:10][NH:11][C:12]1[CH:13]=[C:14]([CH:19]=[CH:20][CH:21]=1)[C:15]([O:17]C)=[O:16])=[O:7])([CH3:4])([CH3:3])[CH3:2].[OH-].[Na+]>CO>[C:1]([O:5][C:6]([NH:8][C@@H:9]([CH2:22][S:23][C:24]([C:25]1[CH:30]=[CH:29][CH:28]=[CH:27][CH:26]=1)([C:37]1[CH:42]=[CH:41][CH:40]=[CH:39][CH:38]=1)[C:31]1[CH:32]=[CH:33][CH:34]=[CH:35][CH:36]=1)[CH2:10][NH:11][C:12]1[CH:13]=[C:14]([CH:19]=[CH:20][CH:21]=1)[C:15]([OH:17])=[O:16])=[O:7])([CH3:4])([CH3:2])[CH3:3] |f:1.2|. Procedure details: To a solution of 24 (1.51 g) in methanol (70 mL) was added 5% sodium hydroxide (10 mL). The solution was stirred for 18 h, concentrated in vacuo, and the residue was partitioned between ethyl acetate and water. The ethyl acetate layer was extracted w/50 mL each of 2% potassium hydrogen sulfate, saturated sodium chloride, dried over magnesium sulfate and concentrated in vacuo to obtain the product. NMR (300 MHz, CDCl3) δ 7.50-7.10 (18H, m), 6.76 (1H, m,), 4.60 (1H, m), 3.82 (1H, m), 3.08 (2H, m),... The reactants are C(C=C)C1N(CCC2=C1N=C(N=C2N2[C@H](COCC2)C)Cl)C(=O)OC(C)(C)C (tert-butyl 8-allyl-2-chloro-4-((S)-3-methylmorpholino)-5,6-dihydropyrido[3,4-d]pyrimidine-7(8H)-carboxylate), CC1(OB(OC1(C)C)C=1C=NC(=NC1)N)C (5-(4,4,5,5-tetramethyl-1,3,2-dioxaborolan-2-yl)pyrimidin-2-amine). Product: NC1=NC=C(C=N1)C=1N=C(C2=C(N1)CN(CC2)C(=O)OC(C)(C)C)N2[C@H](COCC2)C ((S)-tert-butyl 2-(2-aminopyrimidin-5-yl)-4-(3-methylmorpholino)-5,6-dihydropyrido[3,4-d]pyrimidine-7(8H)-carboxylate). RXN SMILES: C([CH:4]1[C:9]2[N:10]=[C:11](Cl)[N:12]=[C:13]([N:14]3[CH2:19][CH2:18][O:17][CH2:16][C@@H:15]3[CH3:20])[C:8]=2[CH2:7][CH2:6][N:5]1[C:22]([O:24][C:25]([CH3:28])([CH3:27])[CH3:26])=[O:23])C=C.CC1(C)C(C)(C)OB([C:37]2[CH:38]=[N:39][C:40]([NH2:43])=[N:41][CH:42]=2)O1>>[NH2:43][C:40]1[N:41]=[CH:42][C:37]([C:11]2[N:12]=[C:13]([N:14]3[CH2:19][CH2:18][O:17][CH2:16][C@@H:15]3[CH3:20])[C:8]3[CH2:7][CH2:6][N:5]([C:22]([O:24][C:25]([CH3:27])([CH3:28])[CH3:26])=[O:23])[CH2:4][C:9]=3[N:10]=2)=[CH:38][N:39]=1. Procedure details: Compound fh was prepared according to the procedure described in Example 2 step 2 by reacting tert-butyl 8-allyl-2-chloro-4-((S)-3-methylmorpholino)-5,6-dihydropyrido[3,4-d]pyrimidine-7(8H)-carboxylate with 5-(4,4,5,5-tetramethyl-1,3,2-dioxaborolan-2-yl)pyrimidin-2-amine. LC-MS: m/z=+428 (M+H)+.